The task is: describe an organic reaction: reactants, conditions, products, and yield. This data is from the Open Reaction Database (ORD), a public repository of structured organic reaction records. Starting materials: C(C)(C)(C)C=1N=C(C2=C(N1)N(N=N2)CC)N2CC(CC2)(F)F (5-tert-Butyl-7-(3,3-difluoro-pyrrolidin-1-yl)-3-ethyl-3H-[1,2,3]triazolo[4,5-d]pyrimidine), C(C)(C)(C)C=1N=C(C2=C(N1)NN=N2)N2CC1(COC1)C2 (5-tert-Butyl-7-(2-oxa-6-aza-spiro[3.3]hept-6-yl)-3H-[1,2,3]triazolo[4,5-d]pyrimidine), BrCC1=NON=C1C (3-(bromomethyl)-4-methyl-1,2,5-oxadiazole). Product: C(C)(C)(C)C=1N=C(C2=C(N1)N(N=N2)CC2=NON=C2C)N2CC1(COC1)C2 (5-tert-Butyl-3-(4-methyl-furazan-3-ylmethyl)-7-(2-oxa-6-aza-spiro[3.3]hept-6-yl)-3H-[1,2,3]triazolo[4,5-d]pyrimidine). RXN SMILES: C(C1N=C(N2CCC(F)(F)C2)C2N=NN(CC)C=2N=1)(C)(C)C.[C:23]([C:27]1[N:28]=[C:29]([N:36]2[CH2:42][C:38]3([CH2:41][O:40][CH2:39]3)[CH2:37]2)[C:30]2[N:35]=[N:34][NH:33][C:31]=2[N:32]=1)([CH3:26])([CH3:25])[CH3:24].Br[CH2:44][C:45]1[C:49]([CH3:50])=[N:48][O:47][N:46]=1>>[C:23]([C:27]1[N:28]=[C:29]([N:36]2[CH2:37][C:38]3([CH2:39][O:40][CH2:41]3)[CH2:42]2)[C:30]2[N:35]=[N:34][N:33]([CH2:44][C:45]3[C:49]([CH3:50])=[N:48][O:47][N:46]=3)[C:31]=2[N:32]=1)([CH3:26])([CH3:24])[CH3:25]. Procedure: In analogy to the procedure described for the synthesis of 5-tert-butyl-7-(3,3-difluoropyrrolidin-1-yl)-3-ethyl-3H-[1,2,3]triazolo[4,5-d]pyrimidine (example 61), the title compound was prepared from 5-tert-Butyl-7-(2-oxa-6-aza-spiro[3.3]hept-6-yl)-3H-[1,2,3]triazolo[4,5-d]pyrimidine and 3-(bromomethyl)-4-methyl-1,2,5-oxadiazole and isolated as white solid. MS (m/e): 371.3 (MH+). Reactants: COC1=CC2=C(N=C(S2)C=2C=NC(=NC2)N(C)C)C=C1 (5-(6-methoxy-1,3-benzothiazol-2-yl)-N,N-dimethylpyrimidin-2-amine), B(Br)(Br)Br (BBr3), C(Cl)Cl (DCM), C(=O)(O)[O-].[Na+] (NaHCO3), [Cl-].[Cl-].[Ca+2] (CaCl2). Reaction conditions: time 5 minute. Product: COC=1C=CC2=C(N=C(S2)C=2C=CC(=NC2)NC)C1 (5-(5-Methoxy-1,3-benzothiazol-2-yl)-N-methylpyridin-2-amine). Reaction SMILES: CO[C:3]1[CH:20]=[CH:19][C:6]2[N:7]=[C:8]([C:10]3[CH:11]=[N:12][C:13]([N:16]([CH3:18])C)=N[CH:15]=3)[S:9][C:5]=2[CH:4]=1.B(Br)(Br)Br.[Cl-].[Cl-].[Ca+2].[C:28]([O-:31])(O)=O.[Na+].[CH2:33](Cl)Cl>>[CH3:28][O:31][C:20]1[CH:3]=[CH:4][C:5]2[S:9][C:8]([C:10]3[CH:15]=[CH:33][C:13]([NH:16][CH3:18])=[N:12][CH:11]=3)=[N:7][C:6]=2[CH:19]=1 |f:2.3.4,5.6|. Procedure: To a stirred slurry of 5-(6-methoxy-1,3-benzothiazol-2-yl)-N,N-dimethylpyrimidin-2-amine (0.196 mg, 0.68 mmol) in DCM (2 mL) at 0° C. under argon, was added BBr3 (1 M in DCM, 4.1 mL) from a syringe. After 5 min of stirring, the reaction mixture was allowed to reach rt over 6.5 h, while being stirred under a drying tube (CaCl2). Then sat. aq. NaHCO3 was carefully added and the mixture was vigorously stirred at rt on before it was concentrated under vacuum. The residue was dissolved in MeOH, conce...